This data is from the Open Reaction Database (ORD), a public repository of structured organic reaction records. The task is: describe an organic reaction: reactants, conditions, products, and yield Reactants: ClC1=C(OCC(CNCCN)O)C=CC=C1 (N-[3-(o-chlorophenoxy)-2-hydroxy-propyl]-ethylenediamine), ClC=1C(NN=CC1Cl)=O (4,5-dichloropyridazin-3-one). Solvent: C(C)O (ethanol), C(C)O (ethanol). Yields the product Cl.ClC1=C(OCC(CNCCNC2=C(C(NN=C2)=O)Cl)O)C=CC=C1 (N-[3-(o-chlorophenoxy)-2-hydroxypropyl]-N'-[4-chloro-3-oxopyridaz-5-yl]-ethylenediamine hydrochloride). Isolated yield 78.0%. Reaction SMILES: [Cl:1][C:2]1[CH:16]=[CH:15][CH:14]=[CH:13][C:3]=1[O:4][CH2:5][CH:6]([OH:12])[CH2:7][NH:8][CH2:9][CH2:10][NH2:11].[Cl:17][C:18]1[C:19](=[O:25])[NH:20][N:21]=[CH:22][C:23]=1Cl>C(O)C>[ClH:1].[Cl:1][C:2]1[CH:16]=[CH:15][CH:14]=[CH:13][C:3]=1[O:4][CH2:5][CH:6]([OH:12])[CH2:7][NH:8][CH2:9][CH2:10][NH:11][C:23]1[CH:22]=[N:21][NH:20][C:19](=[O:25])[C:18]=1[Cl:17] |f:3.4|. Procedure: 4.9 g of N-[3-(o-chlorophenoxy)-2-hydroxy-propyl]-ethylenediamine ##STR15## are dissolved in 50 ml of ethanol. A solution of 3.3 g of 4,5-dichloropyridazin-3-one ##STR16## in 50 ml of ethanol is added to the above solution, and the mixture is then heated under reflux for 12 hours. The mixture is then concentrated in vacuo, the residue is digested with a little ethyl acetate and decanted off from the ethyl acetate, and the residue is finally recrystallised from ethanol. The N-[3-(o-chlorophenoxy)... Reactants: COC(=O)C(Br)c1ccccc1, O=C([O-])[O-], Cc1nc(-c2cccc(O)c2)no1, CC#N, [Cs+], [Cs+]. The product is COC(=O)C(Oc1cccc(-c2noc(C)n2)c1)c1ccccc1. Reaction SMILES: [Br:7][CH:8]([C:9](=[O:10])[O:11][CH3:12])[c:13]1[cH:14][cH:15][cH:16][cH:17][cH:18]1.[C:1](=[O:2])([O-:3])[O-:4].[CH3:19][c:20]1[n:21][c:22](-[c:25]2[cH:26][c:27]([OH:31])[cH:28][cH:29][cH:30]2)[n:23][o:24]1.[CH3:32][C:33]#[N:34].[Cs+:5].[Cs+:6]>>[CH:8]([C:9](=[O:10])[O:11][CH3:12])([c:13]1[cH:14][cH:15][cH:16][cH:17][cH:18]1)[O:31][c:27]1[cH:26][c:25](-[c:22]2[n:21][c:20]([CH3:19])[o:24][n:23]2)[cH:30][cH:29][cH:28]1.